Dataset: the Open Reaction Database (ORD), a public repository of structured organic reaction records. Task: describe an organic reaction: reactants, conditions, products, and yield The reactants are IC1CN(C1)C(=O)OC(C)(C)C (tert-butyl 3-iodoazetidine-1-carboxylate), BrCCBr (1,2-dibromoethane), Cl[Si](C)(C)C (Chlorotrimethylsilane), ClC=1C(=C(C(=C(C1)C(C)=O)OC)I)C (1-(5-chloro-3-iodo-2-methoxy-4-methylphenyl)ethanone), O1C(=CC=C1)P(C=1OC=CC1)C=1OC=CC1 (tri-(2-furyl)phosphine). The reagents and catalysts are [Zn] (Zinc), C=1C=CC(=CC1)/C=C/C(=O)/C=C/C2=CC=CC=C2.C=1C=CC(=CC1)/C=C/C(=O)/C=C/C2=CC=CC=C2.C=1C=CC(=CC1)/C=C/C(=O)/C=C/C2=CC=CC=C2.[Pd].[Pd] (tris(dibenzylideneacetone)dipalladium(0)). Run in CN(C=O)C (N,N-dimethylformamide), CN(C=O)C (N,N-dimethylformamide). Conditions: temperature 60 celsius, time 10 minute. Product: C(C)(=O)C=1C(=C(C(=C(C1)Cl)C)C1CN(C1)C(=O)OC(C)(C)C)OC (tert-Butyl 3-(3-acetyl-5-chloro-2-methoxy-6-methylphenyl)azetidine-1-carboxylate). Yield: 55.1%. Reaction SMILES: BrCCBr.Cl[Si](C)(C)C.I[CH:11]1[CH2:14][N:13]([C:15]([O:17][C:18]([CH3:21])([CH3:20])[CH3:19])=[O:16])[CH2:12]1.[Cl:22][C:23]1[C:24]([CH3:35])=[C:25](I)[C:26]([O:32][CH3:33])=[C:27]([C:29](=[O:31])[CH3:30])[CH:28]=1.O1C=CC=C1P(C1OC=CC=1)C1OC=CC=1>CN(C)C=O.[Zn].C1C=CC(/C=C/C(/C=C/C2C=CC=CC=2)=O)=CC=1.C1C=CC(/C=C/C(/C=C/C2C=CC=CC=2)=O)=CC=1.C1C=CC(/C=C/C(/C=C/C2C=CC=CC=2)=O)=CC=1.[Pd].[Pd]>[C:29]([C:27]1[C:26]([O:32][CH3:33])=[C:25]([CH:11]2[CH2:14][N:13]([C:15]([O:17][C:18]([CH3:21])([CH3:20])[CH3:19])=[O:16])[CH2:12]2)[C:24]([CH3:35])=[C:23]([Cl:22])[CH:28]=1)(=[O:31])[CH3:30] |f:7.8.9.10.11|. Procedure: Zinc (1.71 g, 26.2 mmol) was suspended in N,N-dimethylformamide (45.0 mL) and 1,2-dibromoethane (210 μL, 2.5 mmol) was added. The mixture was heated at 60° C. for 10 minutes and then cooled to room temperature. Chlorotrimethylsilane (330 μL, 2.6 mmol) was added and stirred at 60° C. for 10 minutes and cooled to room temperature. A solution of tert-butyl 3-iodoazetidine-1-carboxylate (from Oakwood, 6.25 g, 22.1 mmol) in N,N-dimethylformamide (5.0 mL) was then added and the mixture stirred at room... Starting materials: FC1=CC=C(C=C1)C1(CC1)C(=O)O (1-(4-fluorophenyl)cyclopropanecarboxylic acid), CN[C@@H]1CCC=2N(C3=CC=CC=C3C2CC(=O)OCCC)C1 (propyl [(7R)-7-(methylamino)-6,7,8,9-tetrahydropyrido[1,2-a]indol-10-yl]acetate). Product: FC1=CC=C(C=C1)C1(CC1)C(=O)N([C@@H]1CCC=2N(C3=CC=CC=C3C2CC(=O)O)C1)C ({(7R)-7-[{[1-(4-fluorophenyl)cyclopropyl]carbonyl}(methyl)amino]-6,7,8,9-tetrahydropyrido[1,2-a]indol-10-yl}acetic acid). RXN SMILES: [F:1][C:2]1[CH:7]=[CH:6][C:5]([C:8]2([C:11]([OH:13])=O)[CH2:10][CH2:9]2)=[CH:4][CH:3]=1.[CH3:14][NH:15][C@H:16]1[CH2:35][N:20]2[C:21]3[C:26]([C:27]([CH2:28][C:29]([O:31]CCC)=[O:30])=[C:19]2[CH2:18][CH2:17]1)=[CH:25][CH:24]=[CH:23][CH:22]=3>>[F:1][C:2]1[CH:3]=[CH:4][C:5]([C:8]2([C:11]([N:15]([CH3:14])[C@H:16]3[CH2:35][N:20]4[C:21]5[C:26]([C:27]([CH2:28][C:29]([OH:31])=[O:30])=[C:19]4[CH2:18][CH2:17]3)=[CH:25][CH:24]=[CH:23][CH:22]=5)=[O:13])[CH2:9][CH2:10]2)=[CH:6][CH:7]=1. Reported procedure: The title compound was prepared using analogous procedures described in Example 1 (Method A) from 1-(4-fluorophenyl)cyclopropanecarboxylic acid and propyl [(7R)-7-(methylamino)-6,7,8,9-tetrahydropyrido[1,2-a]indol-10-yl]acetate. MS (+ESI) m/z: 321. Starting materials: CCOC(C)=O, Cn1nccc1-c1ccc(Sc2c(F)ccc(C3(C#N)CCOCC3)c2F)cc1, O=C(O)C(F)(F)F, O=S(=O)(O)O. The product is Cn1nccc1-c1ccc(Sc2c(F)ccc(C3(C(N)=O)CCOCC3)c2F)cc1. RXN SMILES: [CH3:42][CH2:43][O:44][C:45](=[O:46])[CH3:47].[F:1][c:2]1[c:3]([C:22]2([C:28]#[N:29])[CH2:23][CH2:24][O:25][CH2:26][CH2:27]2)[cH:4][cH:5][c:6]([F:21])[c:7]1[S:8][c:9]1[cH:10][cH:11][c:12](-[c:15]2[cH:16][cH:17][n:18][n:19]2[CH3:20])[cH:13][cH:14]1.[F:35][C:36]([F:37])([F:38])[C:39]([OH:40])=[O:41].[S:30]([OH:31])(=[O:32])(=[O:33])[OH:34]>>[F:1][c:2]1[c:3]([C:22]2([C:28]([NH2:29])=[O:31])[CH2:23][CH2:24][O:25][CH2:26][CH2:27]2)[cH:4][cH:5][c:6]([F:21])[c:7]1[S:8][c:9]1[cH:10][cH:11][c:12](-[c:15]2[cH:16][cH:17][n:18][n:19]2[CH3:20])[cH:13][cH:14]1. The reactants are CO[C@@H]1CC2=CC([C@H]3[C@@H]4CC[C@@H]([C@@]4(C)CC[C@@H]3[C@]2(CC1)C)O)=O (3β-Methoxy-17β-hydroxyandrost-5-ene-7-one), N1=C(C=CC=C1)CC(=O)OC(CC1=NC=CC=C1)=O (pyridine-acetic anhydride). Product: CO[C@@H]1CC2=CC([C@H]3[C@@H]4CC[C@@H]([C@@]4(C)CC[C@@H]3[C@]2(CC1)C)OC(C)=O)=O (3β-Methoxy-17β-acetoxyandrost-5-ene-7-one). As a reaction SMILES: [CH3:1][O:2][C@H:3]1[CH2:20][CH2:19][C@@:18]2([CH3:21])[C:5](=[CH:6][C:7](=[O:23])[C@@H:8]3[C@@H:17]2[CH2:16][CH2:15][C@@:13]2([CH3:14])[C@H:9]3[CH2:10][CH2:11][C@@H:12]2[OH:22])[CH2:4]1.N1C=CC=CC=1[CH2:30][C:31](OC(=O)CC1C=CC=CN=1)=[O:32]>>[CH3:1][O:2][C@H:3]1[CH2:20][CH2:19][C@@:18]2([CH3:21])[C:5](=[CH:6][C:7](=[O:23])[C@@H:8]3[C@@H:17]2[CH2:16][CH2:15][C@@:13]2([CH3:14])[C@H:9]3[CH2:10][CH2:11][C@@H:12]2[O:22][C:31](=[O:32])[CH3:30])[CH2:4]1. Reported procedure: 3β-methoxy-17β-hydroxyandrost-5-ene-7-one (28) was acetylated in pyridine-acetic anhydride mixture at room temperature to obtain product 29, m.p. 168-70° C. Starting materials: CCOC(=O)N(Cc1ccccc1Cl)c1c([N+](=O)[O-])cc(Br)cc1C(F)(F)F, [C-]#N, [C-]#N, CN(C)C=O, Cl, [Zn+2], c1ccc(P(c2ccccc2)(c2ccccc2)[Pd](P(c2ccccc2)(c2ccccc2)c2ccccc2)(P(c2ccccc2)(c2ccccc2)c2ccccc2)P(c2ccccc2)(c2ccccc2)c2ccccc2)cc1. Product: CCOC(=O)N(Cc1ccccc1Cl)c1c([N+](=O)[O-])cc(C#N)cc1C(F)(F)F. Reaction SMILES: [Br:1][c:2]1[cH:3][c:4]([N+:26](=[O:27])[O-:28])[c:5]([N:12]([C:13]([O:14][CH2:15][CH3:16])=[O:17])[CH2:18][c:19]2[c:20]([Cl:25])[cH:21][cH:22][cH:23][cH:24]2)[c:6]([C:8]([F:9])([F:10])[F:11])[cH:7]1.[C-:35]#[N:36].[C-:38]#[N:39].[CH3:30][N:31]([CH3:32])[CH:33]=[O:34].[ClH:29].[Zn+2:37].[cH:40]1[cH:41][cH:42][c:43]([P:44]([Pd:45]([P:46]([c:47]2[cH:48][cH:49][cH:50][cH:51][cH:52]2)([c:53]2[cH:54][cH:55][cH:56][cH:57][cH:58]2)[c:59]2[cH:60][cH:61][cH:62][cH:63][cH:64]2)([P:65]([c:66]2[cH:67][cH:68][cH:69][cH:70][cH:71]2)([c:72]2[cH:73][cH:74][cH:75][cH:76][cH:77]2)[c:78]2[cH:79][cH:80][cH:81][cH:82][cH:83]2)[P:84]([c:85]2[cH:86][cH:87][cH:88][cH:89][cH:90]2)([c:91]2[cH:92][cH:93][cH:94][cH:95][cH:96]2)[c:97]2[cH:98][cH:99][cH:100][cH:101][cH:102]2)([c:103]2[cH:104][cH:105][cH:106][cH:107][cH:108]2)[c:109]2[cH:110][cH:111][cH:112][cH:113][cH:114]2)[cH:115][cH:116]1>>[c:2]1([C:30]#[N:31])[cH:3][c:4]([N+:26](=[O:27])[O-:28])[c:5]([N:12]([C:13]([O:14][CH2:15][CH3:16])=[O:17])[CH2:18][c:19]2[c:20]([Cl:25])[cH:21][cH:22][cH:23][cH:24]2)[c:6]([C:8]([F:9])([F:10])[F:11])[cH:7]1. Product: CCOC(C(=O)NCc1ccc(C#N)cc1)n1cc(C)c(-c2ccccc2O)n1. Starting materials: CCOC(C(=O)NCc1ccc(C#N)cc1)n1cc(C)c(-c2ccccc2OCc2ccccc2)n1, CCO. Reaction SMILES: [CH2:1]([c:2]1[cH:3][cH:4][cH:5][cH:6][cH:7]1)[O:8][c:9]1[c:10](-[c:15]2[n:16][n:17]([CH:21]([C:22](=[O:23])[NH:24][CH2:25][c:26]3[cH:27][cH:28][c:29]([C:32]#[N:33])[cH:30][cH:31]3)[O:34][CH2:35][CH3:36])[cH:18][c:19]2[CH3:20])[cH:11][cH:12][cH:13][cH:14]1.[CH3:37][CH2:38][OH:39]>>[OH:8][c:9]1[c:10](-[c:15]2[n:16][n:17]([CH:21]([C:22](=[O:23])[NH:24][CH2:25][c:26]3[cH:27][cH:28][c:29]([C:32]#[N:33])[cH:30][cH:31]3)[O:34][CH2:35][CH3:36])[cH:18][c:19]2[CH3:20])[cH:11][cH:12][cH:13][cH:14]1. The reactants are S(C1=CC=CC(=C1)C)C. Reagents/catalysts: FC(F)(F)C1OB(OC1)C=2C=CC=CC2C=3C=NC(=CC3)C4=NC=CC=C4, O1B(OC(C)(C)C1(C)C)B2OC(C)(C)C(O2)(C)C, C[OH2+].C[OH2+].C1CC=CCCC=C1.C1CC=CCCC=C1.[Ir].[Ir]. Run in C=1C=C(C=CC1C)C. Conditions: temperature 55 celsius, time 24 hour. Product: O1B(OC(C)(C)C1(C)C)C2=CC=C(C=C2SC)C. Isolated yield 64.0%. Reported procedure: Ligand 3f: A mixture of ortho- and meta-borylated products (85 mg, 64% yield, ortho/meta + para = >30); ortho-borylated product 4j was obtained by further purification by GPC (76 mg, 58% yield), yellow solid (mp. 58-60 oC) The reactants are O=C([O-])[O-], COCCOCCOC, CCOC(C)=O, ClCCNCCCl, Cc1c(N)cc(Cl)cc1I, Cl, [K+], [K+], O. The product is Cc1c(I)cc(Cl)cc1N1CCNCC1. Reaction SMILES: [C:11](=[O:12])([O-:13])[O-:14].[CH3:26][O:27][CH2:28][CH2:29][O:30][CH2:31][CH2:32][O:33][CH3:34].[CH3:35][CH2:36][O:37][C:38](=[O:39])[CH3:40].[Cl:18][CH2:19][CH2:20][NH:21][CH2:22][CH2:23][Cl:24].[Cl:1][c:2]1[cH:3][c:4]([I:10])[c:5]([CH3:9])[c:6]([NH2:7])[cH:8]1.[ClH:17].[K+:15].[K+:16].[OH2:25]>>[Cl:1][c:2]1[cH:3][c:4]([I:10])[c:5]([CH3:9])[c:6]([N:7]2[CH2:19][CH2:20][NH:21][CH2:22][CH2:23]2)[cH:8]1. Yields the product CC(C)(C)OC(=O)N1C(c2ccc(OCc3ccccc3F)cc2)CCC1(C)C(N)=O. RXN SMILES: [F:24][c:25]1[c:26]([CH2:27][Br:28])[cH:29][cH:30][cH:31][cH:32]1.[NH2:1][C:2](=[O:3])[C:4]1([CH3:23])[N:5]([C:16](=[O:17])[O:18][C:19]([CH3:20])([CH3:21])[CH3:22])[CH:6]([c:9]2[cH:10][cH:11][c:12]([OH:15])[cH:13][cH:14]2)[CH2:7][CH2:8]1>>[NH2:1][C:2](=[O:3])[C:4]1([CH3:23])[N:5]([C:16](=[O:17])[O:18][C:19]([CH3:20])([CH3:21])[CH3:22])[CH:6]([c:9]2[cH:10][cH:11][c:12]([O:15][CH2:27][c:26]3[c:25]([F:24])[cH:32][cH:31][cH:30][cH:29]3)[cH:13][cH:14]2)[CH2:7][CH2:8]1. The reactants are Fc1ccccc1CBr, CC(C)(C)OC(=O)N1C(c2ccc(O)cc2)CCC1(C)C(N)=O.